Task: describe an organic reaction: reactants, conditions, products, and yield. Dataset: the Open Reaction Database (ORD), a public repository of structured organic reaction records Starting materials: CO, CC#N, CCCC(O)C1(C(C)C)SCCCS1. Product: CCCC(O)C(=O)C(C)C. RXN SMILES: [CH3:15][OH:16].[CH3:17][C:18]#[N:19].[CH:1]([CH3:2])([CH3:3])[C:4]1([CH:10]([CH2:11][CH2:12][CH3:13])[OH:14])[S:5][CH2:6][CH2:7][CH2:8][S:9]1>>[CH:1]([CH3:2])([CH3:3])[C:4]([CH:10]([CH2:11][CH2:12][CH3:13])[OH:14])=[O:16]. Starting materials: ClC(CC(=O)OCC)=O (Ethyl 3-chloro-3-oxopropanoate), COCCN (2-methoxyethylamine). The solvent is O1CCCC1 (tetrahydrofuran). Run at time 18 hour. Product: COCCNC(CC(=O)OCC)=O (Ethyl 3-[(2-methoxyethyl)amino]-3-oxopropanoate). As a reaction SMILES: Cl[C:2](=[O:9])[CH2:3][C:4]([O:6][CH2:7][CH3:8])=[O:5].[CH3:10][O:11][CH2:12][CH2:13][NH2:14]>O1CCCC1>[CH3:10][O:11][CH2:12][CH2:13][NH:14][C:2](=[O:9])[CH2:3][C:4]([O:6][CH2:7][CH3:8])=[O:5]. Procedure details: 2.0 g (13.3 mmol) Ethyl 3-chloro-3-oxopropanoate are dissolved in 50 ml tetrahydrofuran and 2.99 g (39.85 mmol) 2-methoxyethylamine are added at 0° C. The reaction mixture is stirred at room temperature for 18 hours. The solvent is removed in vacuo and the product is isolated by column chromatography (silica, eluent dichloromethane/methanol 50:1). Reactants: [N+](=O)([O-])C1=CC(=C(C=C1)N)N (4-nitrophenylenediamine). Solvent: C(Cl)(Cl)Cl.CO (chloroform methanol). Product: C(CCCC)C=1NC2=C(N1)C=CC(=C2)[N+](=O)[O-] (2-pentyl-5-nitro-3H-benzimidazole). Yield: 78.0%. Reaction SMILES: [N+:1]([C:4]1[CH:9]=[CH:8][C:7]([NH2:10])=[C:6]([NH2:11])[CH:5]=1)([O-:3])=[O:2]>C(Cl)(Cl)Cl.CO>[CH2:9]([C:8]1[NH:11][C:6]2[CH:5]=[C:4]([N+:1]([O-:3])=[O:2])[CH:9]=[CH:8][C:7]=2[N:10]=1)[CH2:4][CH2:5][CH2:6][CH3:7] |f:1.2|. Procedure details: Prepared from 4-nitrophenylenediamine in a manner similar to that of Example 4c. Yield: 78%; Rf (9/1 chloroform/methanol): 0.70; 1H-NMR (CDCl3) 10.2 (bs, 1H); 8.4 (d, J=1.5 Hz, 1H); 8.1 (dd, J=8.6 Hz, 1.53 Hz, 1H); 7.5 (d, J=8.6 Hz, 1H); 3.0 (t, 2H); 1.90 (m, 2H); 1.6-1.1 (m, 4H); 0.87 (t, 3H). Reactants: OC1=CC=C(C=C1)C1=CC[C@H](C(NC1)=O)NC(OCC1=CC=CC=C1)=O (benzyl (3R)-6-(4-hydroxyphenyl)-2-oxo-2,3,4,7-tetrahydro-1H-azepin-3-ylcarbamate). The reagents and catalysts are [Pd] (Palladium on carbon). The solvent is C1(=CC=CC=C1)C (toluene), CO (methanol). Conditions: time 18 hour. Yields the product N[C@H]1C(NCC(CC1)C1=CC=C(C=C1)O)=O ((3R)-3-Amino-6-(4-hydroxyphenyl)azepan-2-one). As a reaction SMILES: [OH:1][C:2]1[CH:7]=[CH:6][C:5]([C:8]2[CH2:14][NH:13][C:12](=[O:15])[C@H:11]([NH:16]C(=O)OCC3C=CC=CC=3)[CH2:10][CH:9]=2)=[CH:4][CH:3]=1>[Pd].C1(C)C=CC=CC=1.CO>[NH2:16][C@@H:11]1[CH2:10][CH2:9][CH:8]([C:5]2[CH:6]=[CH:7][C:2]([OH:1])=[CH:3][CH:4]=2)[CH2:14][NH:13][C:12]1=[O:15]. Procedure: 10% Palladium on carbon (10 mg) was added to a solution of benzyl (3R)-6-(4-hydroxyphenyl)-2-oxo-2,3,4,7-tetrahydro-1H-azepin-3-ylcarbamate (15 mg, 0.043 mmol) in toluene (5 mL) and methanol (1 mL). The reation vessel is evacuated and back-filled with nitrogen (3×), then back-filled with hydrogen (1 atm). After 18 h, the mixture was filtered and concentrated. MS 221 (M+1). Reaction conditions: time 8 hour. Reactants: ClC1=CC=C(OC2=CC=C(C=C2)N2C([C@H](C[C@@H]2C2=CC(=CC=C2)C(F)(F)F)CCCO)=O)C=C1 ((3S,5R)-1-[4-(4-chlorophenoxy)phenyl]-5-[3-(trifluoromethyl)phenyl]-3-(3-hydroxypropyl)pyrrolidin-2-one), CS(=O)(=O)Cl (MsCl), TEA. The product is CS(=O)(=O)OCCC[C@@H]1C(N([C@H](C1)C1=CC(=CC=C1)C(F)(F)F)C1=CC=C(C=C1)OC1=CC=C(C=C1)Cl)=O (3-{(3S,5R)-1-[4-(4-chlorophenoxy)phenyl]-5-[3-(trifluoromethyl)phenyl]-2-oxopyrrolidin-3-yl}propyl methanesulfonate). Procedure: To a solution of (3S,5R)-1-[4-(4-chlorophenoxy)phenyl]-5-[3-(trifluoromethyl)phenyl]-3-(3-hydroxypropyl)pyrrolidin-2-one (34 mg, 0.070 mmol) in DCM (3 mL) at 0° C. is added MsCl (50 μL) and TEA (100 μL). The reaction mixture is stirred at room temperature overnight before removal of the solvent. The residue is purified on silica gel (0-50% ethyl acetate in hexane) to give 3-{(3S,5R)-1-[4-(4-chlorophenoxy)phenyl]-5-[3-(trifluoromethyl)phenyl]-2-oxopyrrolidin-3-yl}propyl methanesulfonate (39.1 mg,... The solvent is C(Cl)Cl (DCM). Reaction SMILES: [Cl:1][C:2]1[CH:34]=[CH:33][C:5]([O:6][C:7]2[CH:12]=[CH:11][C:10]([N:13]3[C@@H:17]([C:18]4[CH:23]=[CH:22][CH:21]=[C:20]([C:24]([F:27])([F:26])[F:25])[CH:19]=4)[CH2:16][C@H:15]([CH2:28][CH2:29][CH2:30][OH:31])[C:14]3=[O:32])=[CH:9][CH:8]=2)=[CH:4][CH:3]=1.[CH3:35][S:36](Cl)(=[O:38])=[O:37]>C(Cl)Cl>[CH3:35][S:36]([O:31][CH2:30][CH2:29][CH2:28][C@H:15]1[CH2:16][C@H:17]([C:18]2[CH:23]=[CH:22][CH:21]=[C:20]([C:24]([F:26])([F:27])[F:25])[CH:19]=2)[N:13]([C:10]2[CH:9]=[CH:8][C:7]([O:6][C:5]3[CH:4]=[CH:3][C:2]([Cl:1])=[CH:34][CH:33]=3)=[CH:12][CH:11]=2)[C:14]1=[O:32])(=[O:38])=[O:37]. Yield: 99.0%. The reactants are CC1=C2CC[C@H](CC2=C(C=C1)N1CCN(CC1)C)NC(C1=CC=C(C=C1)N1CCOCC1)=O ((R)-N-[5-Methyl-8-(4-methylpiperazin-1-yl)-1,2,3,4-tetrahydro-2-naphthyl]-4-morpholinobenzamide), Cl (HCl). The solvent is O1CCCC1 (tetrahydrofuran), C(C)OCC (diethyl ether). Product: Cl.CC1=C2CC[C@H](CC2=C(C=C1)N1CCN(CC1)C)NC(C1=CC=C(C=C1)N1CCOCC1)=O ((R)-N-[5-Methyl-8-(4-methylpiperazin-1-yl)-1,2,3,4-tetrahydro-2-naphthyl]-4-morpholinobenzamide Hydrochloride). Reaction SMILES: [CH3:1][C:2]1[CH:11]=[CH:10][C:9]([N:12]2[CH2:17][CH2:16][N:15]([CH3:18])[CH2:14][CH2:13]2)=[C:8]2[C:3]=1[CH2:4][CH2:5][C@@H:6]([NH:19][C:20](=[O:33])[C:21]1[CH:26]=[CH:25][C:24]([N:27]3[CH2:32][CH2:31][O:30][CH2:29][CH2:28]3)=[CH:23][CH:22]=1)[CH2:7]2.[ClH:34]>O1CCCC1.C(OCC)C>[ClH:34].[CH3:1][C:2]1[CH:11]=[CH:10][C:9]([N:12]2[CH2:17][CH2:16][N:15]([CH3:18])[CH2:14][CH2:13]2)=[C:8]2[C:3]=1[CH2:4][CH2:5][C@@H:6]([NH:19][C:20](=[O:33])[C:21]1[CH:26]=[CH:25][C:24]([N:27]3[CH2:32][CH2:31][O:30][CH2:29][CH2:28]3)=[CH:23][CH:22]=1)[CH2:7]2 |f:4.5|. Procedure details: (R)-N-[5-Methyl-8-(4-methylpiperazin-1-yl)-1,2,3,4-tetrahydro-2-naphthyl]-4-morpholinobenzamide (100 mg, 0.22 mmol) was dissolved in anhydrous tetrahydrofuran (15 mL) and HCl in anhydrous diethyl ether (4 M) was added dropwise until the solution was acidic. The white precipitate was filtered and washed with diethyl ether to give the title compound as white crystals. Reactants: [N+](=O)(O)[O-] (nitric acid), BrC1=C(C=C(C(=C1)F)Br)F (1,4-Dibromo-2,5-difluorobenzene), ice water. Run in S(O)(O)(=O)=O (sulfuric acid). Conditions: time 12 hour. Product: BrC1=C(C(=C(C=C1F)Br)F)[N+](=O)[O-] (2,5-dibromo-3,6-difluoronitrobenzene). RXN SMILES: [Br:1][C:2]1[CH:7]=[C:6]([F:8])[C:5]([Br:9])=[CH:4][C:3]=1[F:10].[N+:11]([O-])([OH:13])=[O:12]>S(=O)(=O)(O)O>[Br:1][C:2]1[C:3]([F:10])=[CH:4][C:5]([Br:9])=[C:6]([F:8])[C:7]=1[N+:11]([O-:13])=[O:12]. Procedure: 1,4-Dibromo-2,5-difluorobenzene (100 g, 0.37 mol) is dissolved in concentrated sulfuric acid (200 g) and treated with fuming nitric acid (56 g, 0.44 mol, HNO3 content >90%) by drop-wise addition at an internal temperature that is maintained between 50–60° C. After the addition is complete, the mixture is cooled to room temperature and stirred for 12 hours, then poured into ice-water (1000 mL). The suspension is extracted with EtOAc (3×500 mL). The combined organic extracts are dried (MgSO4) and ... Reactants: CCOC(=O)c1ccc2c(c1)CC(C)(C)C(c1cccc(N3CCN(c4ccc(Cl)cc4)CC3)c1)N2, CO, Cl, [Li+], C1CCOC1, [OH-], O, O. RXN SMILES: [CH2:1]([CH3:2])[O:3][C:4](=[O:5])[c:6]1[cH:7][c:8]2[c:13]([cH:14][cH:15]1)[NH:12][CH:11]([c:16]1[cH:17][c:18]([N:22]3[CH2:23][CH2:24][N:25]([c:28]4[cH:29][cH:30][c:31]([Cl:34])[cH:32][cH:33]4)[CH2:26][CH2:27]3)[cH:19][cH:20][cH:21]1)[C:10]([CH3:35])([CH3:36])[CH2:9]2.[CH3:42][OH:43].[ClH:41].[Li+:39].[O:44]1[CH2:45][CH2:46][CH2:47][CH2:48]1.[OH-:38].[OH2:37].[OH2:40]>>[O:3]=[C:4]([OH:5])[c:6]1[cH:7][c:8]2[c:13]([cH:14][cH:15]1)[NH:12][CH:11]([c:16]1[cH:17][c:18]([N:22]3[CH2:23][CH2:24][N:25]([c:28]4[cH:29][cH:30][c:31]([Cl:34])[cH:32][cH:33]4)[CH2:26][CH2:27]3)[cH:19][cH:20][cH:21]1)[C:10]([CH3:35])([CH3:36])[CH2:9]2. Product: CC1(C)Cc2cc(C(=O)O)ccc2NC1c1cccc(N2CCN(c3ccc(Cl)cc3)CC2)c1. Starting materials: [Li]CCCC (BuLi), CCCC[N+](CCCC)(CCCC)CCCC.[F-] (TBAF), FC(C(C(F)(F)F)(O[Si](CC)(CC)CC)[C@@H]1CC[C@H](CC1)NS(=O)(=O)C1=CC=CC=C1)(F)F (trans N-[4-(2,2,2-trifluoro-1-triethylsilanyloxy-1-trifluoromethyl-ethyl)-cyclohexyl]-benzenesulfonamide), BrCC1CC1 (bromomethylcyclopropane). Solvent: CCCCCC (hexane), C1CCOC1 (THF). Reaction conditions: temperature -40 celsius. Product: C1(CC1)CN(S(=O)(=O)C1=CC=CC=C1)[C@@H]1CC[C@H](CC1)C(C(F)(F)F)(C(F)(F)F)O (trans N-cyclopropylmethyl-N-[4-(2,2,2-trifluoro-1-hydroxy-1-trifluoromethyl-ethyl)-cyclohexyl]-benzenesulfonamide). The yield is 49.0%. RXN SMILES: [F:1][C:2]([F:33])([F:32])[C:3]([C@H:16]1[CH2:21][CH2:20][C@H:19]([NH:22][S:23]([C:26]2[CH:31]=[CH:30][CH:29]=[CH:28][CH:27]=2)(=[O:25])=[O:24])[CH2:18][CH2:17]1)([O:8][Si](CC)(CC)CC)[C:4]([F:7])([F:6])[F:5].[Li][CH2:35][CH2:36][CH2:37][CH3:38].BrCC1CC1.CCCC[N+](CCCC)(CCCC)CCCC.[F-]>C1COCC1.CCCCCC>[CH:37]1([CH2:38][N:22]([C@H:19]2[CH2:20][CH2:21][C@H:16]([C:3]([OH:8])([C:2]([F:33])([F:1])[F:32])[C:4]([F:7])([F:6])[F:5])[CH2:17][CH2:18]2)[S:23]([C:26]2[CH:31]=[CH:30][CH:29]=[CH:28][CH:27]=2)(=[O:24])=[O:25])[CH2:35][CH2:36]1 |f:3.4|. Procedure details: A solution of 500 mg (0.89 mmol) of trans N-[4-(2,2,2-trifluoro-1-triethylsilanyloxy-1-trifluoromethyl-ethyl)-cyclohexyl]-benzenesulfonamide (example 1.3) in 10 mL of THF was cooled to −78° C. and treated dropwise with 0.72 mL of a 1.6 M BuLi solution in hexane. The solution was warmed to −40° C. within 30 min, treated with 0.43 mL (4.45 mmol) of bromomethylcyclopropane, allowed to reach RT and then refluxed overnight. An excess of TBAF was added and the mixture was stirred for an additional hou... Starting materials: N1(CCCC1)CC(=O)N1C2=C(C(NC3=C1C=CC=C3)=O)C=CC=N2 (6,11-dihydro-11-(pyrrolidinoacetyl)-5H-pyrido[2,3-b][1,5]benzodiazepin-5-one), P12(=S)SP3(=S)SP(=S)(S1)SP(=S)(S2)S3 (phosphorus pentasulfide). Solvent: N1=CC=CC=C1 (pyridine). Product: N1(CCCC1)CC(=O)N1C2=C(C(NC3=C1C=CC=C3)=S)C=CC=N2 (6,11-dihydro-11-(pyrrolidinoacetyl)-5H-pyrido-[2,3-b][1,5]benzodiazepin-5-thione). RXN SMILES: [N:1]1([CH2:6][C:7]([N:9]2[C:15]3[CH:16]=[CH:17][CH:18]=[CH:19][C:14]=3[NH:13][C:12](=O)[C:11]3[CH:21]=[CH:22][CH:23]=[N:24][C:10]2=3)=[O:8])[CH2:5][CH2:4][CH2:3][CH2:2]1.P12(SP3(SP(SP(S3)(S1)=S)(=S)S2)=S)=[S:26]>N1C=CC=CC=1>[N:1]1([CH2:6][C:7]([N:9]2[C:15]3[CH:16]=[CH:17][CH:18]=[CH:19][C:14]=3[NH:13][C:12](=[S:26])[C:11]3[CH:21]=[CH:22][CH:23]=[N:24][C:10]2=3)=[O:8])[CH2:5][CH2:4][CH2:3][CH2:2]1. Procedure details: In the manner given in Example 1, 6,11-dihydro-11-(pyrrolidinoacetyl)-5H-pyrido[2,3-b][1,5]benzodiazepin-5-one is reacted with phosphorus pentasulfide in pyridine to give 6,11-dihydro-11-(pyrrolidinoacetyl)-5H-pyrido-[2,3-b][1,5]benzodiazepin-5-thione.